Dataset: the Open Reaction Database (ORD), a public repository of structured organic reaction records. Task: describe an organic reaction: reactants, conditions, products, and yield The reactants are C(C)OC(COC1=C(C=C2C=CC=NC2=C1N1CCN(CCC1)CC1=NN(C=C1)C1=CC=CC=C1)C)=O ({6-methyl-8-[4-(1-phenyl-1H-pyrazol-3-ylmethyl)-[1,4]diazepan-1-yl]-quinolin-7-yloxy}-acetic acid ethyl ester), [OH-].[Na+] (NaOH), Cl (HCl). The solvent is C1CCOC1 (THF). Conditions: time 3 hour. Yields the product CC=1C=C2C=CC=NC2=C(C1OCC(=O)O)N1CCN(CCC1)CC1=NN(C=C1)C1=CC=CC=C1 ({6-Methyl-8-[4-(1-phenyl-1H-pyrazol-3-ylmethyl)-[1,4]diazepan-1-yl]-quinolin-7-yloxy}-acetic Acid). The yield is 63.6%. Reaction SMILES: C([O:3][C:4](=[O:37])[CH2:5][O:6][C:7]1[C:16]([N:17]2[CH2:23][CH2:22][CH2:21][N:20]([CH2:24][C:25]3[CH:29]=[CH:28][N:27]([C:30]4[CH:35]=[CH:34][CH:33]=[CH:32][CH:31]=4)[N:26]=3)[CH2:19][CH2:18]2)=[C:15]2[C:10]([CH:11]=[CH:12][CH:13]=[N:14]2)=[CH:9][C:8]=1[CH3:36])C.[OH-].[Na+].Cl>C1COCC1>[CH3:36][C:8]1[CH:9]=[C:10]2[C:15](=[C:16]([N:17]3[CH2:23][CH2:22][CH2:21][N:20]([CH2:24][C:25]4[CH:29]=[CH:28][N:27]([C:30]5[CH:35]=[CH:34][CH:33]=[CH:32][CH:31]=5)[N:26]=4)[CH2:19][CH2:18]3)[C:7]=1[O:6][CH2:5][C:4]([OH:37])=[O:3])[N:14]=[CH:13][CH:12]=[CH:11]2 |f:1.2|. Procedure details: A mixture of {6-methyl-8-[4-(1-phenyl-1H-pyrazol-3-ylmethyl)-[1,4]diazepan-1-yl]-quinolin-7-yloxy}-acetic acid ethyl ester (500 mg, 1.0 mmol) and 2 N NaOH (1 ml, 2 mmol) in THF (3 ml) was stirred at rt for 3 hrs. The solution was then neutralized with 1 N HCl, extracted with mixed solvent (CH2Cl2:iPrOH 80:20) and purified by flash column chromatography on silica gel to give a light yellow solid (300 mg, 64%). MS (ES) m/z 472.2 (M+H+). The solvent is C(Cl)Cl (DCM), C(Cl)Cl (DCM). Reaction SMILES: [C:1]([O:9][CH2:10][C@H:11]1[O:19][C@H:18]2[C@H:14]([N:15]=[C:16]([N:20]([C:23]([O:25][C:26]([CH3:29])([CH3:28])[CH3:27])=[O:24])[CH2:21][CH3:22])[S:17]2)[C@@H:13](O)[C@@H:12]1[O:31][C:32](=[O:39])[C:33]1[CH:38]=[CH:37][CH:36]=[CH:35][CH:34]=1)(=[O:8])[C:2]1[CH:7]=[CH:6][CH:5]=[CH:4][CH:3]=1.CCN(S(F)(F)[F:46])CC>C(Cl)Cl>[C:1]([O:9][CH2:10][C@H:11]1[O:19][C@H:18]2[C@H:14]([N:15]=[C:16]([N:20]([C:23]([O:25][C:26]([CH3:29])([CH3:28])[CH3:27])=[O:24])[CH2:21][CH3:22])[S:17]2)[C@@H:13]([F:46])[C@@H:12]1[O:31][C:32](=[O:39])[C:33]1[CH:38]=[CH:37][CH:36]=[CH:35][CH:34]=1)(=[O:8])[C:2]1[CH:7]=[CH:6][CH:5]=[CH:4][CH:3]=1. Procedure details: To a solution of (-(3aR,5R,6S,7R,7aR)-6-(benzoyloxy)-2-((tert-butoxycarbonyl)(ethyl)amino)-7-hydroxy-5,6,7,7a-tetrahydro-3aH-pyrano[3,2-d]thiazol-5-yl)methyl benzoate (0.49 g, 0.88 mmol) in anhydrous DCM (3 mL), at −40° C. under N2, was added DAST (1.0 g, 6.2 mmol). After addition the mixture was stirred at room temperature overnight. After the reaction mixture was again cooled at −40° C., it was diluted with DCM (20 mL), and then quenched by adding satd. aqueous NaHCO3 dropwise. The organic lay... Conditions: time 8 hour. The product is C(C1=CC=CC=C1)(=O)OC[C@@H]1[C@H]([C@@H]([C@H]2N=C(S[C@H]2O1)N(CC)C(=O)OC(C)(C)C)F)OC(C1=CC=CC=C1)=O ((-(3aR,5R,6R,7R,7aR)-6-(benzoyloxy)-2-((tert-butoxycarbonyl)(ethyl)amino)-7-fluoro-5,6,7,7a-tetrahydro-3aH-pyrano[3,2-d]thiazol-5-yl)methyl benzoate). The reactants are C(C1=CC=CC=C1)(=O)OC[C@@H]1[C@H]([C@@H]([C@H]2N=C(S[C@H]2O1)N(CC)C(=O)OC(C)(C)C)O)OC(C1=CC=CC=C1)=O ((-(3aR,5R,6S,7R,7aR)-6-(benzoyloxy)-2-((tert-butoxycarbonyl)(ethyl)amino)-7-hydroxy-5,6,7,7a-tetrahydro-3aH-pyrano[3,2-d]thiazol-5-yl)methyl benzoate), CCN(CC)S(F)(F)F (DAST). The reactants are C(C1CO1)OCCCCCCCCCCCCCCCCCC (stearyl glycidyl ether), C1(=CC=CC=C1)C (toluene), Cl (hydrogen chloride), C(C(=C)C)(=O)OC (methyl methacrylate). Conditions: temperature 40 celsius, time 6 hour. Reported procedure: 50 mL of Catalyst B and 32.6 g of stearyl glycidyl ether (SGE) were added to 210 mL of toluene, and a vessel was closed with the stopper. Then, the polymerization was carried out at 100° C. for 6 hours. The vessel was left to be cool to 40° C., and then opened. 25.0 g of methyl methacrylate was added, and the vessel was closed with the stopper. The polymerization was further carried out at 120° C. for 6 hours. The reaction solution was added to a large amount of acetone containing a small amount... Reagents/catalysts: Catalyst B. Yield: 61.0%. Yields the product C(C1CO1)OCCCCCCCCCCCCCCCCCC.C(C(=C)C)(=O)OC (stearyl glycidyl ether methyl methacrylate). Reaction SMILES: [CH2:1]([O:5][CH2:6][CH2:7][CH2:8][CH2:9][CH2:10][CH2:11][CH2:12][CH2:13][CH2:14][CH2:15][CH2:16][CH2:17][CH2:18][CH2:19][CH2:20][CH2:21][CH2:22][CH3:23])[CH:2]1[O:4][CH2:3]1.C1(C)C=CC=CC=1.[C:31]([O:36][CH3:37])(=[O:35])[C:32]([CH3:34])=[CH2:33].Cl>CC(C)=O>[CH2:1]([O:5][CH2:6][CH2:7][CH2:8][CH2:9][CH2:10][CH2:11][CH2:12][CH2:13][CH2:14][CH2:15][CH2:16][CH2:17][CH2:18][CH2:19][CH2:20][CH2:21][CH2:22][CH3:23])[CH:2]1[O:4][CH2:3]1.[C:31]([O:36][CH3:37])(=[O:35])[C:32]([CH3:34])=[CH2:33] |f:5.6|. Solvent: CC(=O)C (acetone). RXN SMILES: [C:1]([O:5][C:6]([N:8]1[C@H:13]([C:14]([OH:16])=[O:15])[CH2:12][C@@H:11]2[C@H:9]1[CH2:10]2)=[O:7])([CH3:4])([CH3:3])[CH3:2].C([O-])([O-])=O.[Cs+].[Cs+].[CH2:23](Br)[C:24]1[CH:29]=[CH:28][CH:27]=[CH:26][CH:25]=1>O>[C:1]([O:5][C:6]([N:8]1[C@H:13]([C:14]([O:16][CH2:23][C:24]2[CH:29]=[CH:28][CH:27]=[CH:26][CH:25]=2)=[O:15])[CH2:12][C@@H:11]2[C@H:9]1[CH2:10]2)=[O:7])([CH3:4])([CH3:2])[CH3:3] |f:1.2.3|. Procedure details: To a solution of (1R,3S,5R)-2-aza-bicyclo[3.1.0]hexane-2,3-dicarboxylic acid 2-tert-butyl ester (2 g, 8.8 mmol) cooled at 0° C. was added a solution of Cs2CO3 (2.87 g, 8.8 mmol) in water (12.3 mL). After 30 min stirring, the resulting mixture was concentrated and the residue was suspended in DMF (41 mL). The suspension was cooled to 0° C. and benzylbromide (1.045 mL, 8.8 mmol) was added under nitrogen atmosphere. The reaction mixture was stirred at RT for 16 h. DMF was evaporated, the residue wa... Solvent: O (water). The product is C(C)(C)(C)OC(=O)N1[C@@H]2C[C@@H]2C[C@H]1C(=O)OCC1=CC=CC=C1 ((1R,3S,5R)-2-Aza-bicyclo[3.1.0]hexane-2,3-dicarboxylic acid 3-benzyl ester 2-tert-butyl ester). Reactants: C(C)(C)(C)OC(=O)N1[C@@H]2C[C@@H]2C[C@H]1C(=O)O ((1R,3S,5R)-2-aza-bicyclo[3.1.0]hexane-2,3-dicarboxylic acid 2-tert-butyl ester), C(=O)([O-])[O-].[Cs+].[Cs+] (Cs2CO3), C(C1=CC=CC=C1)Br (benzylbromide). Reaction conditions: temperature 0 celsius, time 30 minute. Reaction SMILES: [CH2:39]1[O:40][CH2:41][CH2:42][CH2:43]1.[CH3:33][C:34](=[O:35])[O-:36].[CH3:37][OH:38].[CH:1]1([c:4]2[cH:5][c:6]([NH:9][c:10]3[cH:11][c:12]([NH:20][CH:21]([CH3:22])[c:23]4[cH:24][cH:25][c:26]([F:29])[cH:27][cH:28]4)[c:13]([F:19])[cH:14][c:15]3[N+:16]([O-:17])=[O:18])[n:7][nH:8]2)[CH2:2][CH2:3]1.[Cl-:30].[NH4+:31].[NH4+:32].[Zn:44]>>[CH:1]1([c:4]2[cH:5][c:6]([NH:9][c:10]3[cH:11][c:12]([NH:20][CH:21]([CH3:22])[c:23]4[cH:24][cH:25][c:26]([F:29])[cH:27][cH:28]4)[c:13]([F:19])[cH:14][c:15]3[NH2:16])[n:7][nH:8]2)[CH2:2][CH2:3]1. The product is CC(Nc1cc(Nc2cc(C3CC3)[nH]n2)c(N)cc1F)c1ccc(F)cc1. Starting materials: C1CCOC1, CC(=O)[O-], CO, CC(Nc1cc(Nc2cc(C3CC3)[nH]n2)c([N+](=O)[O-])cc1F)c1ccc(F)cc1, [Cl-], [NH4+], [NH4+], [Zn]. Starting materials: C[C@@]1(C([C@H](CC1)C(=O)N1CCCCC1)(C)C)NC(OC(C)(C)C)=O (tert-butyl (1R,3S)-1,2,2-trimethyl-3-(piperidine-1-carbonyl)cyclopentylcarbamate), Cl (hydrochloride). Run in C(C)(=O)OCC (ethyl acetate), C(C)OC(C)=O (ethylacetate). Run at time 2 hour. Yields the product Cl.N[C@]1(C([C@H](CC1)C(=O)N1CCCCC1)(C)C)C (((1S,3R)-3-amino-2,2,3-trimethylcyclopentyl)(piperidin-1-yl)methanone hydrochloride). As a reaction SMILES: [CH3:1][C@@:2]1([NH:17]C(=O)OC(C)(C)C)[CH2:6][CH2:5][C@H:4]([C:7]([N:9]2[CH2:14][CH2:13][CH2:12][CH2:11][CH2:10]2)=[O:8])[C:3]1([CH3:16])[CH3:15].[ClH:25]>C(OCC)(=O)C>[ClH:25].[NH2:17][C@:2]1([CH3:1])[CH2:6][CH2:5][C@H:4]([C:7]([N:9]2[CH2:14][CH2:13][CH2:12][CH2:11][CH2:10]2)=[O:8])[C:3]1([CH3:16])[CH3:15] |f:3.4|. Procedure details: A mixture of intermediate 6 (0.27 g. 1.0 mmol), 1,1′-Carbonyldiimidazole (0.19 g, 1.2 mmol) and piperidine (0.10 g, 1 mmol) in dichloromethane was stirred at room temperature for 8 h. The reaction mixture was diluted with dichloromethane, washed with water, dried over anhydrous Na2SO4 and concentrated. Crude material was purified by column chromatography to obtain tert-butyl (1R,3S)-1,2,2-trimethyl-3-(piperidine-1-carbonyl)cyclopentylcarbamate. To the solution of tert-butyl (1R,3S)-1,2,2-trimeth...